This data is from the Open Reaction Database (ORD), a public repository of structured organic reaction records. The task is: describe an organic reaction: reactants, conditions, products, and yield Starting materials: NC1=C(C=C(C=C1)SC#N)[N+](=O)[O-] (1-amino-2-nitro-4-thiocyanatobenzene), C(C#C)Br (propargyl bromide), CN(C=O)C (dimethylformamide), [BH4-].[Na+] (sodium borohydride). Solvent: O (water), C(Cl)(Cl)Cl (chloroform). Run at time 3 hour. The product is NC1=C(C=C(C=C1)SCC#C)[N+](=O)[O-] (1-amino-2-nitro-4-propargylthiobenzene). As a reaction SMILES: [NH2:1][C:2]1[CH:7]=[CH:6][C:5]([S:8][C:9]#N)=[CH:4][C:3]=1[N+:11]([O-:13])=[O:12].CN(C)C=O.[BH4-].[Na+].[CH2:21](Br)[C:22]#C>O.C(Cl)(Cl)Cl>[NH2:1][C:2]1[CH:7]=[CH:6][C:5]([S:8][CH2:9][C:21]#[CH:22])=[CH:4][C:3]=1[N+:11]([O-:13])=[O:12] |f:2.3|. Procedure: 5.85 G. of 1-amino-2-nitro-4-thiocyanatobenzene in 20 ml. dimethylformamide is treated, under nitrogen, with 1.14 g. sodium borohydride at 20°-30° C. After 1 1/2 hours 5 ml. of propargyl bromide is added. The mixture is stirred for three hours at 20°-30° C, then diluted with water. The product, a red solid, is isolated by extraction into chloroform yielding 1-amino-2-nitro-4-propargylthiobenzene. Starting materials: C([O-])([O-])=O.[K+].[K+] (potassium carbonate), ClC(C)C1=CC=C(C=C1)C (4-(α-chloroethyl)toluene), C(C)(C)(C)N1N=CC(=C(C1=O)Cl)O (2-tert.-butyl-4-chloro-5-hydroxy-3(2H)-pyridazinone), CN(C=O)C (N,N-dimethylformamide). Solvent: O (water). Conditions: time 4 hour. Yields the product C(C)(C)(C)N1N=CC(=C(C1=O)Cl)OC(C1=CC=C(C=C1)C)C (2-tert.-butyl-4-chloro-5-(4,α-dimethylbenzyloxy)-3-(2H)-pyridazinone). The yield is 46.3%. As a reaction SMILES: C(=O)([O-])[O-].[K+].[K+].Cl[CH:8]([C:10]1[CH:15]=[CH:14][C:13]([CH3:16])=[CH:12][CH:11]=1)[CH3:9].[C:17]([N:21]1[C:26](=[O:27])[C:25]([Cl:28])=[C:24]([OH:29])[CH:23]=[N:22]1)([CH3:20])([CH3:19])[CH3:18].CN(C)C=O>O>[C:17]([N:21]1[C:26](=[O:27])[C:25]([Cl:28])=[C:24]([O:29][CH:8]([CH3:9])[C:10]2[CH:15]=[CH:14][C:13]([CH3:16])=[CH:12][CH:11]=2)[CH:23]=[N:22]1)([CH3:20])([CH3:18])[CH3:19] |f:0.1.2|. Procedure: 1.5 g of anhydrous potassium carbonate and 1.3 g of 4-(α-chloroethyl)toluene were added to 1.5 g of 2-tert.-butyl-4-chloro-5-hydroxy-3(2H)-pyridazinone dissolved into 10 ml of N,N-dimethylformamide, and the resulting mixture was heated under stirring in an oil bath of 80° to 110° C. for 4 hours. After being allowed to cool to room temperature, 100 ml of water was added to the reaction mixture, followed by stirring. Oily matter separated from the reaction mixture was extracted with 50 ml of chlor... Starting materials: O1C(CCCC1)N1N=C(C2=CC(=CC=C12)C1=NN(C=N1)C(C1=CC=CC=C1)(C1=CC=CC=C1)C1=CC=CC=C1)C=1C=C(C=CC1)NC(CCC1=CC=CC=C1)=O (N-(3-{1-perhydro-2H-pyran-2-yl-5-[1-(triphenylmethyl)(1,2,4-triazol-3-yl)](1H-indazol-3-yl)}phenyl)-3-phenylpropanamide). Run in Cl (HCl), O1CCOCC1 (1,4-dioxane). Run at time 8 hour. Yields the product N1N=C(N=C1)C=1C=C2C(=NNC2=CC1)C=1C=C(C=CC1)NC(CC)=O (N-[3-(5-(1H-1,2,4-Triazol-3-yl)(1H-indazol-3-yl))phenyl]-3-propanamide). Yield: 48.0%. Reaction SMILES: O1CCCCC1[N:7]1[C:15]2[C:10](=[CH:11][C:12]([C:16]3[N:20]=[CH:19][N:18](C(C4C=CC=CC=4)(C4C=CC=CC=4)C4C=CC=CC=4)[N:17]=3)=[CH:13][CH:14]=2)[C:9]([C:40]2[CH:41]=[C:42]([NH:46][C:47](=[O:56])[CH2:48][CH2:49]C3C=CC=CC=3)[CH:43]=[CH:44][CH:45]=2)=[N:8]1>Cl.O1CCOCC1>[NH:18]1[CH:19]=[N:20][C:16]([C:12]2[CH:11]=[C:10]3[C:15](=[CH:14][CH:13]=2)[NH:7][N:8]=[C:9]3[C:40]2[CH:41]=[C:42]([NH:46][C:47](=[O:56])[CH2:48][CH3:49])[CH:43]=[CH:44][CH:45]=2)=[N:17]1. Procedure details: N-(3-{1-perhydro-2H-pyran-2-yl-5-[1-(triphenylmethyl)(1,2,4-triazol-3-yl)](1H-indazol-3-yl)}phenyl)-3-phenylpropanamide was dissolved in 4 mL of 4.0 N HCl in 1,4-dioxane and the reaction was stirred at room temperature overnight. After neutralization with aqueous NaHCO3, the crude product was extracted in ethyl acetate and purified by preparative HPLC (0.049 g, 48% yield over 2 steps): 1H NMR (CD3OD) δ 8.73 (s, 1H), 8.40 (br s, 2H), 8.16 (s, 1H), 8.10 (d, 1H), 7.77–7.67 (m, 3H), 7.50 (t, 1H), 7.... Starting materials: C(C)(C)(C)OC(CN1C(=C(C2=CC=CC=C12)C1NS(C2=C1C=CC=C2)(=O)=O)C)=O ([3-(1,1-Dioxo-2,3-dihydro-1H-1λ6-benzo[d]isothiazol-3-yl)-2-methyl-indol-1-yl]-acetic acid tert-butyl ester), BrCCO (2-bromoethanol). Yields the product OCCN1S(C2=C(C1C1=C(N(C3=CC=CC=C13)CC(=O)O)C)C=CC=C2)(=O)=O ({3-[2-(2-Hydroxy-ethyl)-1,1-dioxo-2,3-dihydro-1H-1λ6-benzo[d]isothiazol-3-yl]-2-methyl-indol-1-yl}-acetic acid). Reaction SMILES: C([O:5][C:6](=[O:29])[CH2:7][N:8]1[C:16]2[C:11](=[CH:12][CH:13]=[CH:14][CH:15]=2)[C:10]([CH:17]2[C:21]3[CH:22]=[CH:23][CH:24]=[CH:25][C:20]=3[S:19](=[O:27])(=[O:26])[NH:18]2)=[C:9]1[CH3:28])(C)(C)C.Br[CH2:31][CH2:32][OH:33]>>[OH:33][CH2:32][CH2:31][N:18]1[CH:17]([C:10]2[C:11]3[C:16](=[CH:15][CH:14]=[CH:13][CH:12]=3)[N:8]([CH2:7][C:6]([OH:29])=[O:5])[C:9]=2[CH3:28])[C:21]2[CH:22]=[CH:23][CH:24]=[CH:25][C:20]=2[S:19]1(=[O:27])=[O:26]. Reported procedure: The title compound was prepared by the method described for example 14 using the product from example 3, step c) and 2-bromoethanol. 1H NMR (DMSO-d6) δ 7.98-7.95 (m, 1H), 7.62-7.58 (m, 3H), 7.36 (d, J=8.4 Hz, 1H), 7.04-7.01 (m, 2H), 6.80-6.78 (m, 1H), 6.14 (s, 1H), 5.00 (s, 2H), 4.75 (bs, 1H), 3.59-3.53 (m, 1H), 3.26-3.17 (m, 2H), 3.02-2.92 (m, 1H), 2.39 (s, 3H); MS: ESI (negative): 399 (M−H). Reactants: BrC1=CN=C(S1)C=1C=CC2=C(CC3CCC(C2)C32NS(N(C2)CC(F)(F)F)(=O)=O)C1 (2′,3′,4′,5,5′,6,7,8,9,10-Decahydro-2-(5-bromothiazol-2-yl)-5′-(2,2,2-trifluoroethyl)-spiro[6,9-methanobenzocyclooctene-11,3′-[1,2,5]thiadiazole]1′,1′-dioxide), N1=CC=C(C=C1)B(O)O (4-pyridylboronic acid). Yields the product N1=CC=C(C=C1)C1=CN=C(S1)C=1C=CC2=C(CC3CCC(C2)C32NS(N(C2)CC(F)(F)F)(=O)=O)C1 (2′,3′,4′,5,5′,6,7,8,9,10-Decahydro-2-(5-(4-pyridyl)-thiazol-2-yl)-5′-(2,2,2-trifluoroethyl)-spiro[6,9-methanobenzocyclooctene-11,3′-[1,2,5]thiadiazole]1′,1′-dioxide). RXN SMILES: Br[C:2]1[S:6][C:5]([C:7]2[CH:8]=[CH:9][C:10]3[CH2:17][CH:16]4[C:18]5([CH2:22][N:21]([CH2:23][C:24]([F:27])([F:26])[F:25])[S:20](=[O:29])(=[O:28])[NH:19]5)[CH:13]([CH2:14][CH2:15]4)[CH2:12][C:11]=3[CH:30]=2)=[N:4][CH:3]=1.[N:31]1[CH:36]=[CH:35][C:34](B(O)O)=[CH:33][CH:32]=1>>[N:31]1[CH:36]=[CH:35][C:34]([C:2]2[S:6][C:5]([C:7]3[CH:8]=[CH:9][C:10]4[CH2:17][CH:16]5[C:18]6([CH2:22][N:21]([CH2:23][C:24]([F:27])([F:26])[F:25])[S:20](=[O:29])(=[O:28])[NH:19]6)[CH:13]([CH2:14][CH2:15]5)[CH2:12][C:11]=4[CH:30]=3)=[N:4][CH:3]=2)=[CH:33][CH:32]=1. Procedure: Prepared using the bromide from Example 36 Step 2 and 4-pyridylboronic acid by the method described for Example 36 Step 3. MS (ES+) 521 ([MH]+). The reactants are CN1N=CC(=C1C(NC1=CC=2N(C=C1)N=C(N2)C2=CC=CC=C2)=O)C(=O)O (1-methyl-5-(2-phenyl-[1,2,4]triazolo[1,5-a]pyridin-7-ylcarbamoyl)-1H-pyrazole-4-carboxylic acid), N1CCC1 (azetidine), N-diisopropylethylamine, CCCP(=O)=O (propylphosphonic anhydride). The solvent is O1CCCC1 (tetrahydrofurane). Run at temperature 70 celsius, time 2 hour. Product: C1(=CC=CC=C1)C1=NN2C(C=C(C=C2)NC(=O)C=2N(N=CC2C(=O)N2CCC2)C)=N1 (4-(azetidine-1-carbonyl)-2-methyl-2H-pyrazole-3-carboxylic acid (2-phenyl-[1,2,4]triazolo[1,5-a]pyridin-7-yl)-amide). Yield: 100.4%. As a reaction SMILES: [CH3:1][N:2]1[C:6]([C:7](=[O:24])[NH:8][C:9]2[CH:14]=[CH:13][N:12]3[N:15]=[C:16]([C:18]4[CH:23]=[CH:22][CH:21]=[CH:20][CH:19]=4)[N:17]=[C:11]3[CH:10]=2)=[C:5]([C:25]([OH:27])=O)[CH:4]=[N:3]1.[NH:28]1[CH2:31][CH2:30][CH2:29]1.CCCP(=O)=O>O1CCCC1>[C:18]1([C:16]2[N:17]=[C:11]3[CH:10]=[C:9]([NH:8][C:7]([C:6]4[N:2]([CH3:1])[N:3]=[CH:4][C:5]=4[C:25]([N:28]4[CH2:31][CH2:30][CH2:29]4)=[O:27])=[O:24])[CH:14]=[CH:13][N:12]3[N:15]=2)[CH:19]=[CH:20][CH:21]=[CH:22][CH:23]=1. Procedure: A mixture of 1-methyl-5-(2-phenyl-[1,2,4]triazolo[1,5-a]pyridin-7-ylcarbamoyl)-1H-pyrazole-4-carboxylic acid (4.5 g, 12.4 mmol), azetidine (2.53 ml, 37.3 mmole), N-diisopropylethylamine (6.51 ml, 37.3 mmol) and propylphosphonic anhydride (50% in ethyl acetate, 18.3 ml, 31 mmol) in tetrahydrofurane (220 ml) is stirred for 2 hours at 70° C. The turbid solution is concentrated to about 100 ml, cooled, poured on cooled sat. aqueous sodium bicarbonate solution (1000 ml) and the suspension is stirred ... The reactants are C[N+](C)(C)Cc1ccccc1, Cc1ccccc1, ClCC1CO1, [Cl-], COc1cc(Cl)ccc1O, [Na+], [OH-], O. The product is COc1cc(Cl)ccc1OCC1CO1. As a reaction SMILES: [CH2:26]([N+:27]([CH3:28])([CH3:29])[CH3:30])[c:31]1[cH:32][cH:33][cH:34][cH:35][cH:36]1.[CH3:16][c:17]1[cH:18][cH:19][cH:20][cH:21][cH:22]1.[CH:11]1([CH2:12][Cl:13])[CH2:14][O:15]1.[Cl-:25].[Cl:1][c:2]1[cH:3][c:4]([O:9][CH3:10])[c:5]([OH:8])[cH:6][cH:7]1.[Na+:24].[OH-:23].[OH2:37]>>[Cl:1][c:2]1[cH:3][c:4]([O:9][CH3:10])[c:5]([O:8][CH2:12][CH:11]2[CH2:14][O:15]2)[cH:6][cH:7]1. The reactants are C(=O)=O (dry ice), CC1=NC=2N(C(=C1)C1=CC=CC=C1)N=C(N2)S (5-methyl-7-phenyl-1,2,4-triazolo[1,5-a]pyrimidin-2-thiol), C([O-])([O-])=O.[K+].[K+] (potassium carbonate), FC(F)(F)I (trifluoromethyl iodide). The solvent is C(Cl)Cl.C(C)(=O)OCC (methylene chloride ethyl acetate), C(Cl)Cl (methylene chloride), CN(C=O)C (dimethylformamide). Reaction conditions: temperature 30 celsius. Yields the product CC1=NC=2N(C(=C1)C1=CC=CC=C1)N=C(N2)SC(F)(F)F (5-methyl-7-phenyl-2-[(trifluoromethyl)thio]-1,2,4-triazolo[1,5-a]pyrimidine). RXN SMILES: [CH3:1][C:2]1[CH:7]=[C:6]([C:8]2[CH:13]=[CH:12][CH:11]=[CH:10][CH:9]=2)[N:5]2[N:14]=[C:15]([SH:17])[N:16]=[C:4]2[N:3]=1.C(=O)([O-])[O-].[K+].[K+].[F:24][C:25](I)([F:27])[F:26].C(=O)=O>CN(C)C=O.C(Cl)Cl.C(OCC)(=O)C.C(Cl)Cl>[CH3:1][C:2]1[CH:7]=[C:6]([C:8]2[CH:13]=[CH:12][CH:11]=[CH:10][CH:9]=2)[N:5]2[N:14]=[C:15]([S:17][C:25]([F:27])([F:26])[F:24])[N:16]=[C:4]2[N:3]=1 |f:1.2.3,7.8|. Procedure: To 1.5 g (6.2 mmol) of 5-methyl-7-phenyl-1,2,4-triazolo[1,5-a]pyrimidin-2-thiol and 1.5 g (10.9 mmol) of powdered potassium carbonate stirring in 20 ml of dimethylformamide, 3 ml of condensed trifluoromethyl iodide was added dropwise at ambient temperature. Keeping the dry ice condenser on from the addition, the stirred mixture was warmed to 30° C. At three separate times during a 2 h period, 2.0 ml portions of trifluoromethyliodide were added. Excess water was added and the aqueous mixture was ... The reactants are CC1=CC=2N(C3=C(NC(C2S1)=O)C=CC=N3)C(CCl)=O (2-Methyl-4-chloroacetyl-4,9-dihydro-10H-pyrido[3,2-b]thieno[3,2-e][1,4]-diazepin-10-one), CN1CCNCC1 (N-methylpiperazine). Run in O1C(COCC1)CCO (dioxane-ethanol). Yields the product CC1=CC=2N(C3=C(NC(C2S1)=O)C=CC=N3)C(CN3CCN(CC3)C)=O (2-Methyl-4[(4-methyl-piperazin-1-yl)acetyl]-4,9-dihydro-10H-pyrido[3,2-b]thieno[3,2-e][1,4]-diazepin-10-one). RXN SMILES: [CH3:1][C:2]1[S:11][C:10]2[C:9](=[O:12])[NH:8][C:7]3[CH:13]=[CH:14][CH:15]=[N:16][C:6]=3[N:5]([C:17](=[O:20])[CH2:18]Cl)[C:4]=2[CH:3]=1.[CH3:21][N:22]1[CH2:27][CH2:26][NH:25][CH2:24][CH2:23]1>O1CCOCC1CCO>[CH3:1][C:2]1[S:11][C:10]2[C:9](=[O:12])[NH:8][C:7]3[CH:13]=[CH:14][CH:15]=[N:16][C:6]=3[N:5]([C:17](=[O:20])[CH2:18][N:25]3[CH2:26][CH2:27][N:22]([CH3:21])[CH2:23][CH2:24]3)[C:4]=2[CH:3]=1. Procedure: A suspension of the product obtained in (a) (5 g) and N-methylpiperazine (4.3 ml) in dioxane-ethanol 9:1 (50 ml) is heated to reflux for 2 hours. After cooling and filtration of the insoluble impurities, the clear filtrate is evaporated and the residue dissolved in chloroform (100 ml). The solution is washed with a diluted ammonium hydroxyde solution (20 ml), dried, decolorized and evaporated. The residue, crystallized from methanol, yields 2.2 g of the title product, melting at 273°-275° C. (de...